From a dataset of the Open Reaction Database (ORD), a public repository of structured organic reaction records. describe an organic reaction: reactants, conditions, products, and yield Reactants: COC=1C=C(C(=O)Cl)C=C(C1OC)OC (3,4,5-trimethoxybenzoyl chloride), Cl.Cl.COC=1C=C(CN2CCNCC2)C=C(C1OC)OC (1-(3,4,5-trimethoxybenzyl)piperazine dihydrochloride), C([O-])(O)=O.[Na+] (sodium bicarbonate), C(C)(=O)OCC (ethyl acetate). Solvent: O (water). Product: Cl.COC=1C=C(C(=O)N2CCN(CC2)CC2=CC(=C(C(=C2)OC)OC)OC)C=C(C1OC)OC (1-(3,4,5-trimethoxybenzoyl)-4-(3,4,5-trimethoxybenzyl)piperazine hydrochloride). The yield is 68.3%. Reaction SMILES: Cl.Cl.[CH3:3][O:4][C:5]1[CH:6]=[C:7]([CH:15]=[C:16]([O:20][CH3:21])[C:17]=1[O:18][CH3:19])[CH2:8][N:9]1[CH2:14][CH2:13][NH:12][CH2:11][CH2:10]1.C(=O)(O)[O-].[Na+].C(OCC)(=O)C.[CH3:33][O:34][C:35]1[CH:36]=[C:37]([CH:41]=[C:42]([O:46][CH3:47])[C:43]=1[O:44][CH3:45])[C:38]([Cl:40])=[O:39]>O>[ClH:40].[CH3:33][O:34][C:35]1[CH:36]=[C:37]([CH:41]=[C:42]([O:46][CH3:47])[C:43]=1[O:44][CH3:45])[C:38]([N:12]1[CH2:11][CH2:10][N:9]([CH2:8][C:7]2[CH:15]=[C:16]([O:20][CH3:21])[C:17]([O:18][CH3:19])=[C:5]([O:4][CH3:3])[CH:6]=2)[CH2:14][CH2:13]1)=[O:39] |f:0.1.2,3.4,8.9|. Procedure: To a mixture of 1-(3,4,5-trimethoxybenzyl)piperazine dihydrochloride (0.6 g), sodium bicarbonate (5 g), ethyl acetate (20 ml) and water (20 ml) is added, with stirring at room temperature, 3,4,5-trimethoxybenzoyl chloride (0.61 g), followed by stirring for 30 minutes. The ethyl acetate layer is separated, washed with water, dried, and concentrated under reduced pressure. The residue is dissolved in ethanol (10 ml). To the solution is added a solution of hydrogen chloride - ethanol (1 ml). The mi... As a reaction SMILES: [CH3:21][C:22]([CH3:23])([CH3:24])[O:25][C:26](=[O:27])[NH:28][c:29]1[cH:30][cH:31][c:32]([B:35]([OH:36])[OH:37])[cH:33][cH:34]1.[CH3:49][CH2:50][OH:51].[Cl:1][c:2]1[n:3][c:4]([CH2:15][S:16](=[O:17])(=[O:18])[CH3:19])[cH:5][c:6]([N:8]2[CH:9]([CH3:14])[CH2:10][O:11][CH2:12][CH2:13]2)[n:7]1.[Na+:38].[Na+:39].[O-:40][C:41](=[O:42])[O-:43].[O:44]=[CH:45][N:46]([CH3:47])[CH3:48].[OH2:20]>>[c:2]1(-[c:32]2[cH:31][cH:30][c:29]([NH:28][C:26]([O:25][C:22]([CH3:21])([CH3:23])[CH3:24])=[O:27])[cH:34][cH:33]2)[n:3][c:4]([CH2:15][S:16](=[O:17])(=[O:18])[CH3:19])[cH:5][c:6]([N:8]2[CH:9]([CH3:14])[CH2:10][O:11][CH2:12][CH2:13]2)[n:7]1. Product: CC1COCCN1c1cc(CS(C)(=O)=O)nc(-c2ccc(NC(=O)OC(C)(C)C)cc2)n1. The reactants are CC(C)(C)OC(=O)Nc1ccc(B(O)O)cc1, CCO, CC1COCCN1c1cc(CS(C)(=O)=O)nc(Cl)n1, [Na+], [Na+], O=C([O-])[O-], CN(C)C=O, O. The reactants are Cl (hydrochloric acid), O=C1OCC=C1CSC=1CS[C@H]2N(C1C(=O)OC(C1=CC=CC=C1)C1=CC=CC=C1)C([C@H]2NC(\C(=N/OC(C2=CC=CC=C2)(C2=CC=CC=C2)C2=CC=CC=C2)\C=2N=C(SC2)NC(C2=CC=CC=C2)(C2=CC=CC=C2)C2=CC=CC=C2)=O)=O (Diphenylmethyl 3-(2,5-dihydro-2-oxofuran-3-ylmethylthio)-7β-[2-(2-tritylaminothiazol-4-yl)-2-(Z)-trityloxyiminoacetamido]ceph-3-em-4-carboxylate), Cl (hydrochloric acid). The solvent is C(=O)O (formic acid). Reaction conditions: time 45 minute. Product: NC=1SC=C(N1)/C(/C(=O)N[C@H]1[C@@H]2N(C(=C(CS2)SCC=2C(OCC2)=O)C(=O)O)C1=O)=N/O (7β-[2-(2-Aminothiazol-4-yl)-2-(Z)-hydroxyiminoacetamido]-3-(2,5-dihydro-2-oxofuran-3-ylmethylthio)ceph-3-em-4-carboxylic acid). Yield: 47.6%. Reaction SMILES: [O:1]=[C:2]1[C:6]([CH2:7][S:8][C:9]2[CH2:10][S:11][C@@H:12]3[C@H:32]([NH:33][C:34](=[O:82])/[C:35](/[C:57]4[N:58]=[C:59]([NH:62]C(C5C=CC=CC=5)(C5C=CC=CC=5)C5C=CC=CC=5)[S:60][CH:61]=4)=[N:36]\[O:37]C(C4C=CC=CC=4)(C4C=CC=CC=4)C4C=CC=CC=4)[C:31](=[O:83])[N:13]3[C:14]=2[C:15]([O:17]C(C2C=CC=CC=2)C2C=CC=CC=2)=[O:16])=[CH:5][CH2:4][O:3]1.Cl>C(O)=O>[NH2:62][C:59]1[S:60][CH:61]=[C:57](/[C:35](=[N:36]/[OH:37])/[C:34]([NH:33][C@@H:32]2[C:31](=[O:83])[N:13]3[C:14]([C:15]([OH:17])=[O:16])=[C:9]([S:8][CH2:7][C:6]4[C:2](=[O:1])[O:3][CH2:4][CH:5]=4)[CH2:10][S:11][C@H:12]23)=[O:82])[N:58]=1. Procedure details: Diphenylmethyl 3-(2,5-dihydro-2-oxofuran-3-ylmethylthio)-7β-[2-(2-tritylaminothiazol-4-yl)-2-(Z)-trityloxyiminoacetamido]ceph-3-em-4-carboxylate (422 mg) was completely dissolved in 98-100% formic acid (3.7 ml) and then treated with 1.0M hydrochloric acid (370 μl). After stirring at room temperature for 45 mins. a drop of concentrated hydrochloric acid was added and stirring continued for 1 hour. The solvent was removed and then toluene was twice evaporated from the residue. The residue was trit... The product is NC=1C(=CC=C2C(=C(NC12)C(=O)N)S(=O)(=O)N1CCOCC1)Br (7-Amino-6-bromo-3-(morpholin-4-ylsulfonyl)-1H-indole-2-carboxamide). The solvent is C(C)(=O)O (acetic acid), C(C)(=O)O (acetic acid). Procedure details: To a solution of 7-amino-3-(morpholin-4-ylsulfonyl)-1H-indole-2-carboxamide from Example 7 (109 mg, 0.336 mmol) in 5 mL of acetic acid was added a 3.3 M stock solution of bromine in acetic acid (0.12 mL, 0.40 mmol). After 30 minutes, the mixture was partitioned between ethyl acetate and saturated NaHCO3 solution. The organic layer was washed with brine, dried (Na2SO4), filtered, and concentrated in vacuo. Purification by preparative reversed phase HPLC provided the titled compound. Proton NMR fo... The reactants are NC=1C=CC=C2C(=C(NC12)C(=O)N)S(=O)(=O)N1CCOCC1 (7-amino-3-(morpholin-4-ylsulfonyl)-1H-indole-2-carboxamide), BrBr (bromine). Reaction conditions: time 30 minute. RXN SMILES: [NH2:1][C:2]1[CH:3]=[CH:4][CH:5]=[C:6]2[C:10]=1[NH:9][C:8]([C:11]([NH2:13])=[O:12])=[C:7]2[S:14]([N:17]1[CH2:22][CH2:21][O:20][CH2:19][CH2:18]1)(=[O:16])=[O:15].[Br:23]Br>C(O)(=O)C>[NH2:1][C:2]1[C:3]([Br:23])=[CH:4][CH:5]=[C:6]2[C:10]=1[NH:9][C:8]([C:11]([NH2:13])=[O:12])=[C:7]2[S:14]([N:17]1[CH2:18][CH2:19][O:20][CH2:21][CH2:22]1)(=[O:16])=[O:15]. Reactants: Cl.O1C(=CC=C1)C(=O)CN ((2-furylcarbonyl)methylamine hydrochloride), C([O-])(O)=O.[Na+] (sodium bicarbonate), C1(CCCCC1)C(=O)Cl (cyclohexylcarbonyl chloride). Product: C1(CCCCC1)C(=O)NCC(=O)C=1OC=CC1 (N-cyclohexylcarbonyl-(2-furylcarbonyl)methylamine). Isolated yield 89.3%. Reaction SMILES: Cl.[O:2]1[CH:6]=[CH:5][CH:4]=[C:3]1[C:7]([CH2:9][NH2:10])=[O:8].C(=O)(O)[O-].[Na+].[CH:16]1([C:22](Cl)=[O:23])[CH2:21][CH2:20][CH2:19][CH2:18][CH2:17]1>>[CH:16]1([C:22]([NH:10][CH2:9][C:7]([C:3]2[O:2][CH:6]=[CH:5][CH:4]=2)=[O:8])=[O:23])[CH2:21][CH2:20][CH2:19][CH2:18][CH2:17]1 |f:0.1,2.3|. Procedure: 5.0 g of (2-furylcarbonyl)methylamine hydrochloride, 7.6 g of sodium bicarbonate and 4.8 g of cyclohexylcarbonyl chloride are treated in the same manner as described in Preparation 1-(1). 6.5 g of N-cyclohexylcarbonyl-(2-furylcarbonyl)methylamine are thereby obtained. Yield: 91.5% The reactants are OC1=CC2=C(CCC(O2)C)C=C1 (7-hydroxy-2-methyl-3,4-dihydro-2H-1-benzopyrane), ClCC1CO1 (1-chloro-2,3-epoxypropane), example 9 ( b ). The product is O1CC1COC1=CC2=C(CCC(O2)C)C=C1 (1,2-epoxy-3-(2-methyl-3,4-dihydro-2H-1-benzopyrane-7-yloxy)-propane). As a reaction SMILES: [OH:1][C:2]1[CH:12]=[CH:11][C:5]2[CH2:6][CH2:7][CH:8]([CH3:10])[O:9][C:4]=2[CH:3]=1.Cl[CH2:14][CH:15]1[O:17][CH2:16]1>>[O:17]1[CH:15]([CH2:14][O:1][C:2]2[CH:12]=[CH:11][C:5]3[CH2:6][CH2:7][CH:8]([CH3:10])[O:9][C:4]=3[CH:3]=2)[CH2:16]1. Procedure details: Starting from 7-hydroxy-2-methyl-3,4-dihydro-2H-1-benzopyrane, using 1-chloro-2,3-epoxypropane reagent and following the process of example 9 (b), 1,2-epoxy-3-(2-methyl-3,4-dihydro-2H-1-benzopyrane-7-yloxy)-propane was obtained (m.p. 67°-69° C.). RXN SMILES: [F:1][C:2]1[CH:7]=[CH:6][C:5]([C:8]2[C:16]3[C:11](=[CH:12][CH:13]=[C:14]([C:17]([OH:19])=O)[CH:15]=3)[NH:10][N:9]=2)=[CH:4][CH:3]=1.O.ON1C2C=CC=CC=2N=N1.Cl.CN(C)CCCN=C=NCC.[CH2:43]([NH2:49])[CH:44]1[O:48][CH2:47][CH2:46][CH2:45]1>O1CCCC1.O.CN(C)C=O>[F:1][C:2]1[CH:3]=[CH:4][C:5]([C:8]2[C:16]3[C:11](=[CH:12][CH:13]=[C:14]([C:17]([NH:49][CH2:43][CH:44]4[CH2:45][CH2:46][CH2:47][O:48]4)=[O:19])[CH:15]=3)[NH:10][N:9]=2)=[CH:6][CH:7]=1 |f:1.2,3.4|. Isolated yield 74.7%. Reported procedure: The title compound was prepared as described in Example 76. To a solution of 3-(4-fluorophenyl)-1H-indazole-5-carboxylic acid (0.200 g, 0.781 mmol) in tetrahydrofuran (5 mL) was added 1-hydroxybenzotriazole hydrate (0.316 g, 2.34 mmol) followed by 1-(3-dimethylaminopropyl)-3-ethylcarbodiimide hydrochloride (0.449 g, 2.34 mmol), tetrahydrofurfurylamine (0.242 mL, 2.34 mmol) and N,N-dimethylformamide (2 mL). The solution was stirred for 16 h at room temperature. Water (40 mL) was added and the rea... Starting materials: FC1=CC=C(C=C1)C1=NNC2=CC=C(C=C12)C(=O)O (3-(4-fluorophenyl)-1H-indazole-5-carboxylic acid), O.ON1N=NC2=C1C=CC=C2 (1-hydroxybenzotriazole hydrate), C(C1CCCO1)N (tetrahydrofurfurylamine), Cl.CN(CCCN=C=NCC)C (1-(3-dimethylaminopropyl)-3-ethylcarbodiimide hydrochloride). Reaction conditions: time 16 hour. The product is FC1=CC=C(C=C1)C1=NNC2=CC=C(C=C12)C(=O)NCC1OCCC1 ([3-(4-Fluorophenyl)(1H-indazol-5-yl)]-N-(oxolan-2-ylmethyl)carboxamide). Solvent: O1CCCC1 (tetrahydrofuran), CN(C=O)C (N,N-dimethylformamide), O (Water).